describe an organic reaction: reactants, conditions, products, and yield From a dataset of the Open Reaction Database (ORD), a public repository of structured organic reaction records. Reactants: CC=CC(=O)Cl, [Li]CCCC, C1CCOC1, CC1(C)OC(=O)NC1c1ccccc1. The product is CC=CC(=O)N1C(=O)OC(C)(C)C1c1ccccc1. RXN SMILES: [C:20]([CH:21]=[CH:22][CH3:23])(=[O:24])[Cl:25].[Li:15][CH2:16][CH2:17][CH2:18][CH3:19].[O:26]1[CH2:27][CH2:28][CH2:29][CH2:30]1.[c:1]1([CH:7]2[NH:8][C:9](=[O:14])[O:10][C:11]2([CH3:12])[CH3:13])[cH:2][cH:3][cH:4][cH:5][cH:6]1>>[c:1]1([CH:7]2[N:8]([C:20]([CH:21]=[CH:22][CH3:23])=[O:24])[C:9](=[O:14])[O:10][C:11]2([CH3:12])[CH3:13])[cH:2][cH:3][cH:4][cH:5][cH:6]1. The reactants are CCN1CCCC1C(=O)OCc1ccccc1, CO. Yields the product CCN1CCCC1C(=O)O. Reaction SMILES: [CH2:1]([c:2]1[cH:3][cH:4][cH:5][cH:6][cH:7]1)[O:8][C:9](=[O:10])[CH:11]1[N:12]([CH2:16][CH3:17])[CH2:13][CH2:14][CH2:15]1.[CH3:18][OH:19]>>[O:8]=[C:9]([OH:10])[CH:11]1[N:12]([CH2:16][CH3:17])[CH2:13][CH2:14][CH2:15]1. The reactants are C(C#C)N (propargylamine), [OH-].[Na+] (Sodium hydroxide), CC=1C=C(C=CC1)S(=O)(=O)Cl (3-methylbenzenesulfonyl chloride). Solvent: O (water). Conditions: time 3 hour. Product: C(C#C)NS(=O)(=O)C1=CC(=CC=C1)C (N-propargyl-3-methylbenzenesulfonamide). The yield is 103.7%. RXN SMILES: [OH-].[Na+].[CH2:3]([NH2:6])[C:4]#[CH:5].[CH3:7][C:8]1[CH:9]=[C:10]([S:14](Cl)(=[O:16])=[O:15])[CH:11]=[CH:12][CH:13]=1>O>[CH2:3]([NH:6][S:14]([C:10]1[CH:11]=[CH:12][CH:13]=[C:8]([CH3:7])[CH:9]=1)(=[O:16])=[O:15])[C:4]#[CH:5] |f:0.1|. Procedure: Sodium hydroxide (0.60 g, 15 mmol) was dissolved in 10 ml of water and 0.66 g of propargylamine (12 mmol) was added thereto. Under ice-cooling, 1.91 g of 3-methylbenzenesulfonyl chloride (10 mmol) was added dropwise to the solution. The reaction temperature was raised again to room temperature and the mixture was stirred for 3 hours. The reaction mixture was extracted with ethyl acetate, dried over anhydrous magnesium sulfate and concentrated to obtain N-propargyl-3-methylbenzenesulfonamide (2.1... The reactants are C(C=C)C(CCCCCCCCCCCC(C=O)(C)C)(CC=C)O (14-Allyl-14-hydroxy-2,2-dimethyl-16-heptadecenal), [H-].C(C)(C)(C)O[Al](OC(C)(C)C)OC(C)(C)C.[Li+] (lithium tris-t-butoxyaluminum hydride). The solvent is O1CCCC1 (tetrahydrofuran). Product: C(C=C)C(CCCCCCCCCCCC(CO)(C)C)(CC=C)O (14-Allyl-14-hydroxy-2,2-dimethyl-16-heptadecen-1-ol). RXN SMILES: [CH2:1]([C:4]([OH:24])([CH2:21][CH:22]=[CH2:23])[CH2:5][CH2:6][CH2:7][CH2:8][CH2:9][CH2:10][CH2:11][CH2:12][CH2:13][CH2:14][CH2:15][C:16]([CH3:20])([CH3:19])[CH:17]=[O:18])[CH:2]=[CH2:3].[H-].C(O[Al](OC(C)(C)C)OC(C)(C)C)(C)(C)C.[Li+]>O1CCCC1>[CH2:1]([C:4]([OH:24])([CH2:21][CH:22]=[CH2:23])[CH2:5][CH2:6][CH2:7][CH2:8][CH2:9][CH2:10][CH2:11][CH2:12][CH2:13][CH2:14][CH2:15][C:16]([CH3:19])([CH3:20])[CH2:17][OH:18])[CH:2]=[CH2:3] |f:1.2.3|. Procedure details: A solution of 1.01 g (3.0 mmol) of the title compound of Example 7 and 2.5 g (10 mmol) of lithium tris-t-butoxyaluminum hydride in 250 mL of tetrahydrofuran under N2 was stirred overnight at room temperature. After dilution with ether the mixture was washed sequentially with saturated solutions of Na-K tartrate, NaCl, then dried and the solvents removed. The residue was dissolved in 100 mL of Skellysolve A, decolorized with activated charcoal, the mixture filtered and the filtrate evaporated. Th... Reactants: CN(C)CC=1C=C(OC2CCN(CC2)C(=O)OC(C)(C)C)C=C(C1)F (tert-butyl 4-{3-[(dimethylamino)methyl]-5-fluorophenoxy}piperidine-1-carboxylate), Cl (hydrogen chloride), O1CCOCC1 (dioxane). Solvent: C(Cl)Cl (DCM). Run at time 6 hour. Product: Cl.Cl.FC=1C=C(C=C(C1)OC1CCNCC1)CN(C)C (1-[3-fluoro-5-(piperidin-4-yloxy)phenyl]-N,N-dimethylmethanamine dihydrochloride). Isolated yield 87.0%. Reaction SMILES: [CH3:1][N:2]([CH2:4][C:5]1[CH:6]=[C:7]([CH:22]=[C:23]([F:25])[CH:24]=1)[O:8][CH:9]1[CH2:14][CH2:13][N:12](C(OC(C)(C)C)=O)[CH2:11][CH2:10]1)[CH3:3].[ClH:26].O1CCOCC1>C(Cl)Cl>[ClH:26].[ClH:26].[F:25][C:23]1[CH:24]=[C:5]([CH2:4][N:2]([CH3:3])[CH3:1])[CH:6]=[C:7]([O:8][CH:9]2[CH2:14][CH2:13][NH:12][CH2:11][CH2:10]2)[CH:22]=1 |f:4.5.6|. Procedure: To a solution of tert-butyl 4-{3-[(dimethylamino)methyl]-5-fluorophenoxy}piperidine-1-carboxylate (180 mg, 0.51 mmol) in DCM (2.4 mL) was added 4.0M hydrogen chloride in dioxane (1.0 mL, 4.1 mmol). The reaction solution was stirred at room temperature for 6 hours. The solvent was removed to give the desired product as white solid (145 mg, 87%). LCMS (M+H)+: 253.1. The reactants are C(C)(=O)O (Acetic acid), C(C1=CC=CC=C1)OC(N[C@@H]1CC[C@H](CC1)C1(COC=2C=NC3=CC=C(N=C3C2N1)OC)O)=O ([trans-4-(3-hydroxy-6-methoxy-3,4-dihydro-2H-1-oxa-4,5,9-triaza-phenanthren-3-yl)-cyclohexyl]-carbamic acid benzyl ester), C(#N)[BH3-].[Na+] (sodium cyanoborohydride). The solvent is ClCCl (dichloromethane), CO (methanol), CO (methanol), ClCCl (dichloromethane). Run at time 30 minute. Product: C(C1=CC=CC=C1)OC(N[C@@H]1CC[C@H](CC1)C1COC=2C=NC3=CC=C(N=C3C2N1)OC)=O ([trans-4-(6-methoxy-3,4-dihydro-2H-1-oxa-4,5,9-triaza-phenanthren-3-yl)-cyclohexyl]-carbamic acid benzyl ester). Yield: 81.8%. RXN SMILES: C(O)(=O)C.[CH2:5]([O:12][C:13](=[O:38])[NH:14][C@H:15]1[CH2:20][CH2:19][C@H:18]([C:21]2(O)[NH:34][C:33]3[C:32]4[C:27](=[CH:28][CH:29]=[C:30]([O:35][CH3:36])[N:31]=4)[N:26]=[CH:25][C:24]=3[O:23][CH2:22]2)[CH2:17][CH2:16]1)[C:6]1[CH:11]=[CH:10][CH:9]=[CH:8][CH:7]=1.C([BH3-])#N.[Na+]>ClCCl.CO>[CH2:5]([O:12][C:13](=[O:38])[NH:14][C@H:15]1[CH2:20][CH2:19][C@H:18]([CH:21]2[NH:34][C:33]3[C:32]4[C:27](=[CH:28][CH:29]=[C:30]([O:35][CH3:36])[N:31]=4)[N:26]=[CH:25][C:24]=3[O:23][CH2:22]2)[CH2:17][CH2:16]1)[C:6]1[CH:7]=[CH:8][CH:9]=[CH:10][CH:11]=1 |f:2.3|. Procedure: Acetic acid (10 μL, 0.17 mmol, 5.4 eq) is added at room temperature to a stirred solution of [trans-4-(3-hydroxy-6-methoxy-3,4-dihydro-2H-1-oxa-4,5,9-triaza-phenanthren-3-yl)-cyclohexyl]-carbamic acid benzyl ester (15 mg, 0.03 mmol, 1.0 eq) in dichloromethane (3 mL) and methanol (3 mL), followed by sodium cyanoborohydride (10 mg, 0.16 mmol, 5.0 eq). After 30 minutes stirring at room temperature, the reaction mixture is extracted with ethyl acetate (3×10 mL) and a saturated ammonium chloride aque... Reactants: CC1=CC=C(C=C1)S(=O)(=O)OC[C@H]1O[C@H]([C@@H]([C@H]([C@@H]1O)O)O)C1=CC(=C(C=C1)Cl)CC=1SC(=CN1)C=1OC=CC1 (((2R,3S,4R,5R,6S)-6-(4-Chloro-3-((5-(furan-2-yl)thiazol-2-yl)methyl)phenyl)-3,4,5-trihydroxy-tetrahydro-2H-pyran-2-yl)methyl 4-methylbenzenesulfonate), O (H2O), C([O-])([O-])=O.[Cs+].[Cs+] (Cesium carbonate), N1N=CN=C1 (1,2,4-triazole). Run in CN(C)C=O (DMF), CN(C)C=O (DMF). Run at temperature 0 celsius, time 1 hour. Yields the product N1(N=CN=C1)C[C@H]1O[C@H]([C@H]([C@H]([C@@H]1O)O)O)C1=CC(=C(C=C1)Cl)CC=1SC(=CN1)C=1OC=CC1 ((2R,3S,4R,5S,6S)-2-((1H-1,2,4-Triazol-1-yl)methyl)-6-(4-chloro-3-((5-(furan-2-yl)thiazol-2-yl)methyl)phenyl)-tetrahydro-2H-pyran-3,4,5-triol). Isolated yield 14.0%. As a reaction SMILES: C(=O)([O-])[O-].[Cs+].[Cs+].[NH:7]1[CH:11]=[N:10][CH:9]=[N:8]1.CC1C=CC(S(O[CH2:23][C@@H:24]2[C@@H:29]([OH:30])[C@H:28]([OH:31])[C@@H:27]([OH:32])[C@H:26]([C:33]3[CH:38]=[CH:37][C:36]([Cl:39])=[C:35]([CH2:40][C:41]4[S:42][C:43]([C:46]5[O:47][CH:48]=[CH:49][CH:50]=5)=[CH:44][N:45]=4)[CH:34]=3)[O:25]2)(=O)=O)=CC=1.O>CN(C=O)C>[N:7]1([CH2:23][C@@H:24]2[C@@H:29]([OH:30])[C@H:28]([OH:31])[C@H:27]([OH:32])[C@H:26]([C:33]3[CH:38]=[CH:37][C:36]([Cl:39])=[C:35]([CH2:40][C:41]4[S:42][C:43]([C:46]5[O:47][CH:48]=[CH:49][CH:50]=5)=[CH:44][N:45]=4)[CH:34]=3)[O:25]2)[CH:11]=[N:10][CH:9]=[N:8]1 |f:0.1.2|. Reported procedure: Cesium carbonate (660 mg, 2.02 mmol) was added to the solution of 1,2,4-triazole (140 mg, 2.02 mmol) in DMF (2.0 mL) at 0° C. The reaction mixture was stirred at 0° C. for 1 h. The solution of toluenesulfonate 90 (240 mg, 0.41 mmol) in DMF (1.0 mL) was added to the reaction mixture. The reaction mixture was warmed up to room temperature, stirred at room temperature for 3 d. H2O was added to the reaction mixture and then extracted with EtOAc. The organic extract was dried over anhydrous MgSO4, fi... The reactants are ClCCCBr, O=C([O-])[O-], CC#N, [Cs+], [Cs+], NC(=O)c1ccc(O)cc1. The product is NC(=O)c1ccc(OCCCCl)cc1. Reaction SMILES: [Br:11][CH2:12][CH2:13][CH2:14][Cl:15].[C:16](=[O:17])([O-:18])[O-:19].[CH3:22][C:23]#[N:24].[Cs+:20].[Cs+:21].[OH:1][c:2]1[cH:3][cH:4][c:5]([C:6](=[O:7])[NH2:8])[cH:9][cH:10]1>>[O:1]([c:2]1[cH:3][cH:4][c:5]([C:6](=[O:7])[NH2:8])[cH:9][cH:10]1)[CH2:12][CH2:13][CH2:14][Cl:15]. Reactants: BrC=1C(=C(C2=CC=CC=C2C1OC)OC)C=O (3-bromo-1,4-dimethoxy-2-naphthaldehyde), product, O(C(C)C)C(C)C (i-Pr2O), Et2O hexanes, COC1=C(C=C(C2=CC=CC=C12)OC)/C=C(/C(=O)OCC)\C (Ethyl (E)-3-(1,4-dimethoxynaphthalen-2-yl)-2-methylpropenoate). Run in hexanes. Product: BrC=1C(=C(C2=CC=CC=C2C1OC)OC)/C=C(/C(=O)OCC)\C (Ethyl (E)-3-(3-bromo-1,4-dimethoxynaphthalen-2-yl)-2-methylpropenoate). RXN SMILES: [Br:1][C:2]1[C:3]([CH:16]=O)=[C:4]([O:14][CH3:15])[C:5]2[C:10]([C:11]=1[O:12][CH3:13])=[CH:9][CH:8]=[CH:7][CH:6]=2.COC1C2C(=CC=CC=2)C(OC)=CC=1/[CH:32]=[C:33](\C)/[C:34]([O:36][CH2:37][CH3:38])=[O:35].O(C(C)C)C(C)C>>[Br:1][C:2]1[C:3](/[CH:16]=[C:33](\[CH3:32])/[C:34]([O:36][CH2:37][CH3:38])=[O:35])=[C:4]([O:14][CH3:15])[C:5]2[C:10]([C:11]=1[O:12][CH3:13])=[CH:9][CH:8]=[CH:7][CH:6]=2. Procedure: Compound 98e was prepared from 38 (0.515 g, 1.75 mmol) as described above for 28a to give 0.373 g (0.984 mmol, 56%) of the product as a white solid following flash chromatography (1:19 i-Pr2O:hexanes) and recrystallization from Et2O/hexanes. (0.314 g E; 0.059 g Z)